This data is from the Open Reaction Database (ORD), a public repository of structured organic reaction records. The task is: describe an organic reaction: reactants, conditions, products, and yield Starting materials: ClC1=NC(=CC(=N1)OC)OC (2-chloro-4,6-dimethoxypyrimidine), C1=CC=C(C(=C1)C=O)O (salicylic aldehyde), C([O-])([O-])=O.[K+].[K+] (potassium carbonate), CS(=O)C (dimethylsulfoxide). The solvent is O (water). Run at temperature 120 celsius, time 3 hour. Yields the product COC1=NC(=NC(=C1)OC)OC1=C(C=O)C=CC=C1 (2-(4,6-dimethoxy-2-pyrimidinyloxy)-benzaldehyde). Yield: 99.9%. As a reaction SMILES: Cl[C:2]1[N:7]=[C:6]([O:8][CH3:9])[CH:5]=[C:4]([O:10][CH3:11])[N:3]=1.[CH:12]1[CH:17]=[C:16]([CH:18]=[O:19])[C:15]([OH:20])=[CH:14][CH:13]=1.C(=O)([O-])[O-].[K+].[K+].CS(C)=O>O>[CH3:11][O:10][C:4]1[CH:5]=[C:6]([O:8][CH3:9])[N:7]=[C:2]([O:20][C:15]2[CH:14]=[CH:13][CH:12]=[CH:17][C:16]=2[CH:18]=[O:19])[N:3]=1 |f:2.3.4|. Reported procedure: A 500-ml four-necked flask was charged with a mixture of 105 g (0.6 mole) of 2-chloro-4,6-dimethoxypyrimidine, 79.4 g (0.65 mole) of salicylic aldehyde, 48.3 g (0.35 mole) of potassium carbonate and 450 ml of dimethylsulfoxide. The mixture was gradually heated, and stirred at 120° C. for 3 hours. After the reaction mixture was cooled, it was poured into 2 l of water. Through the procedures of benzene extraction, washing with water, drying over anhydrous sodium sulfate and concentration, 156 g of... Reactants: CO, CC(=O)O, [Fe], COC(=O)CN(Cc1ncc(C)c(OC)c1C)c1nc(N)nc(Cl)c1[N+](=O)[O-]. Product: COc1c(C)cnc(CN2CC(=O)Nc3c(Cl)nc(N)nc32)c1C. As a reaction SMILES: [CH3:29][OH:30].[CH3:31][C:32](=[O:33])[OH:34].[Fe:35].[NH2:1][c:2]1[n:3][c:4]([Cl:28])[c:5]([N+:25]([O-:26])=[O:27])[c:6]([N:8]([CH2:9][C:10](=[O:11])[O:12][CH3:13])[CH2:14][c:15]2[n:16][cH:17][c:18]([CH3:24])[c:19]([O:22][CH3:23])[c:20]2[CH3:21])[n:7]1>>[NH2:1][c:2]1[n:3][c:4]([Cl:28])[c:5]2[c:6]([n:7]1)[N:8]([CH2:14][c:15]1[n:16][cH:17][c:18]([CH3:24])[c:19]([O:22][CH3:23])[c:20]1[CH3:21])[CH2:9][C:10](=[O:11])[NH:25]2. Reactants: Cl (HCl), ClC=1C=C(C=NC1)C1=NC(=CC2=C1N(C(=N2)N2[C@@H](CN(CC2)C(=O)OC(C)(C)C)C)C[C@@H]2CC[C@H](CC2)C)C2=NOC(N2)=O ((R)-tert-butyl 4-(4-(5-chloropyridin-3-yl)-3-((trans-4-methylcyclohexyl)methyl)-6-(5-oxo-4,5-dihydro-1,2,4-oxadiazol-3-yl)-3H-imidazo[4,5-c]pyridin-2-yl)-3-methylpiperazine-1-carboxylate). Run in O1CCOCC1 (1,4-dioxane), O1CCOCC1 (1,4-Dioxane). Run at time 8 hour. The product is ClC=1C=C(C=NC1)C1=NC(=CC2=C1N(C(=N2)N2[C@@H](CNCC2)C)C[C@@H]2CC[C@H](CC2)C)C2=NOC(N2)=O (3-(4-(5-chloropyridin-3-yl)-3-((trans-4-methylcyclohexyl)methyl)-2-((R)-2-methylpiperazin-1-yl)-3H-imidazo[4,5-c]pyridin-6-yl)-1,2,4-oxadiazol-5(4H)-one). Reaction SMILES: Cl.[Cl:2][C:3]1[CH:4]=[C:5]([C:9]2[C:14]3[N:15]([CH2:32][C@H:33]4[CH2:38][CH2:37][C@H:36]([CH3:39])[CH2:35][CH2:34]4)[C:16]([N:18]4[CH2:23][CH2:22][N:21](C(OC(C)(C)C)=O)[CH2:20][C@H:19]4[CH3:31])=[N:17][C:13]=3[CH:12]=[C:11]([C:40]3[NH:44][C:43](=[O:45])[O:42][N:41]=3)[N:10]=2)[CH:6]=[N:7][CH:8]=1>O1CCOCC1>[Cl:2][C:3]1[CH:4]=[C:5]([C:9]2[C:14]3[N:15]([CH2:32][C@H:33]4[CH2:34][CH2:35][C@H:36]([CH3:39])[CH2:37][CH2:38]4)[C:16]([N:18]4[CH2:23][CH2:22][NH:21][CH2:20][C@H:19]4[CH3:31])=[N:17][C:13]=3[CH:12]=[C:11]([C:40]3[NH:44][C:43](=[O:45])[O:42][N:41]=3)[N:10]=2)[CH:6]=[N:7][CH:8]=1. Reported procedure: HCl solution in 1,4-Dioxane (4.0 M, 1.0 ml, 4.0 mmol) was added to a stirred solution of (R)-tert-butyl 4-(4-(5-chloropyridin-3-yl)-3-((trans-4-methylcyclohexyl)methyl)-6-(5-oxo-4,5-dihydro-1,2,4-oxadiazol-3-yl)-3H-imidazo[4,5-c]pyridin-2-yl)-3-methylpiperazine-1-carboxylate (164 mg, 0.263 mmol) in 1,4-dioxane (1 ml) at room temperature, and the mixture was stirred at room temperature overnight. The solvent was evaporated under reduced pressure to give 3-(4-(5-chloropyridin-3-yl)-3-((trans-4-met... Reactants: B, C1CCOC1, Cl, [Na+], [OH-], CC(=O)NC1CCC(CNc2nc3c(s2)CCOc2ccccc2-3)CC1. Product: CCNC1CCC(CNc2nc3c(s2)CCOc2ccccc2-3)CC1. Reaction SMILES: [BH3:27].[CH2:31]1[O:32][CH2:33][CH2:34][CH2:35]1.[ClH:28].[Na+:30].[OH-:29].[n:1]1[c:2]([NH:15][CH2:16][CH:17]2[CH2:18][CH2:19][CH:20]([NH:23][C:24]([CH3:25])=[O:26])[CH2:21][CH2:22]2)[s:3][c:4]2[c:5]1-[c:6]1[c:7]([cH:11][cH:12][cH:13][cH:14]1)[O:8][CH2:9][CH2:10]2>>[n:1]1[c:2]([NH:15][CH2:16][CH:17]2[CH2:18][CH2:19][CH:20]([NH:23][CH2:24][CH3:25])[CH2:21][CH2:22]2)[s:3][c:4]2[c:5]1-[c:6]1[c:7]([cH:11][cH:12][cH:13][cH:14]1)[O:8][CH2:9][CH2:10]2. The solvent is C1CCOC1 (THF). Starting materials: COC(=O)[C@@H]1[C@H]([C@]2(C=C(CO2)C2=C(C=CC(=C2)C#N)OC(C)C)CC1)C1=CC=C(C=C1)F ((5R,6S,7S)-6-(4-Fluorophenyl)-3-(5-cyano-2-isopropoxyphenyl)-1-oxaspiro[4.4]non-3-ene-7-carboxylic acid methyl ester), Cl (Hydrochloric acid), CO (methanol), [OH-].[Na+] (NaOH). Reported procedure: (5R,6S,7S)-6-(4-Fluorophenyl)-3-(5-cyano-2-isopropoxyphenyl)-1-oxaspiro[4.4]non-3-ene-7-carboxylic acid methyl ester(128 mg, 0.294 mmol) was taken up in THF(2 mL) and methanol (2 mL) and treated with 2.5N NaOH (0.4 mL, 1.0 mmol) for 6 hours at room temperature. 2N Hydrochloric acid (5 mL) was then added, and the product extracted with ethyl acetate (2×30 mL). The combined extracts were washed with saturated brine solution, dried (MgSO4), and evaporated to afford the title compound; yield 124 mg. As a reaction SMILES: C[O:2][C:3]([C@H:5]1[CH2:25][CH2:24][C@:7]2([O:11][CH2:10][C:9]([C:12]3[CH:17]=[C:16]([C:18]#[N:19])[CH:15]=[CH:14][C:13]=3[O:20][CH:21]([CH3:23])[CH3:22])=[CH:8]2)[C@@H:6]1[C:26]1[CH:31]=[CH:30][C:29]([F:32])=[CH:28][CH:27]=1)=[O:4].CO.[OH-].[Na+].Cl>C1COCC1>[F:32][C:29]1[CH:28]=[CH:27][C:26]([C@@H:6]2[C@@H:5]([C:3]([OH:4])=[O:2])[CH2:25][CH2:24][C@@:7]32[O:11][CH2:10][C:9]([C:12]2[CH:17]=[C:16]([C:18]#[N:19])[CH:15]=[CH:14][C:13]=2[O:20][CH:21]([CH3:23])[CH3:22])=[CH:8]3)=[CH:31][CH:30]=1 |f:2.3|. The product is FC1=CC=C(C=C1)[C@H]1[C@]2(C=C(CO2)C2=C(C=CC(=C2)C#N)OC(C)C)CC[C@@H]1C(=O)O ((5R,6S,7S)-6-(4-fluorophenyl)-3-(5-cyano-2-isopropoxyphenyl)-1-oxaspiro[4.4]non-3-ene-7-carboxylic acid). Reactants: FC1=C(C=C(C=C1)F)C1=COC2=C1C=C(C=C2)C(=O)NN (3-(2,5-difluorophenyl)-1-benzofuran-5-carbohydrazide), C(C)(=O)OC(C(=O)Cl)(C)C (2-chloro-1,1-dimethyl-2-oxoethyl acetate). Yields the product C(C)(=O)OC(C(=O)NNC(=O)C=1C=CC2=C(C(=CO2)C2=C(C=CC(=C2)F)F)C1)(C)C (2-[2-[[3-(2,5-difluorophenyl)-1-benzofuran-5-yl]carbonyl]hydrazino]-1,1-dimethyl-2-oxoethyl acetate). The yield is 85.0%. RXN SMILES: [F:1][C:2]1[CH:7]=[CH:6][C:5]([F:8])=[CH:4][C:3]=1[C:9]1[C:13]2[CH:14]=[C:15]([C:18]([NH:20][NH2:21])=[O:19])[CH:16]=[CH:17][C:12]=2[O:11][CH:10]=1.[C:22]([O:25][C:26]([CH3:31])([CH3:30])[C:27](Cl)=[O:28])(=[O:24])[CH3:23]>>[C:22]([O:25][C:26]([CH3:31])([CH3:30])[C:27]([NH:21][NH:20][C:18]([C:15]1[CH:16]=[CH:17][C:12]2[O:11][CH:10]=[C:9]([C:3]3[CH:4]=[C:5]([F:8])[CH:6]=[CH:7][C:2]=3[F:1])[C:13]=2[CH:14]=1)=[O:19])=[O:28])(=[O:24])[CH3:23]. Procedure details: In the same manner as in Reference Example 129 and using 3-(2,5-difluorophenyl)-1-benzofuran-5-carbohydrazide instead of 3-bromo-1-benzofuran-5-carbohydrazide and 2-chloro-1,1-dimethyl-2-oxoethyl acetate instead of (1S)-2-chloro-1-methyl-2-oxoethyl acetate, the title compound (yield 85%) was obtained as colorless crystals.